Dataset: the Open Reaction Database (ORD), a public repository of structured organic reaction records. Task: describe an organic reaction: reactants, conditions, products, and yield Starting materials: ClC=1N=NC(=CC1)C1=C(C=CC=C1)OCC1CO1 (3-chloro-6-(2-epoxypropoxyphenyl)pyridazine), C(C)(C)(C)N (t-butylamine). Run in CO (methanol). Product: ClC=1N=NC(=CC1)C1=C(C=CC=C1)OCC(CNC(C)(C)C)O (3-chloro-6-[2-(3-t-butylamino-2-hydroxypropoxy)phenyl]pyridazine). Reaction SMILES: [Cl:1][C:2]1[N:3]=[N:4][C:5]([C:8]2[CH:13]=[CH:12][CH:11]=[CH:10][C:9]=2[O:14][CH2:15][CH:16]2[O:18][CH2:17]2)=[CH:6][CH:7]=1.[C:19]([NH2:23])([CH3:22])([CH3:21])[CH3:20]>CO>[Cl:1][C:2]1[N:3]=[N:4][C:5]([C:8]2[CH:13]=[CH:12][CH:11]=[CH:10][C:9]=2[O:14][CH2:15][CH:16]([OH:18])[CH2:17][NH:23][C:19]([CH3:22])([CH3:21])[CH3:20])=[CH:6][CH:7]=1. Procedure details: A mixture of 3-chloro-6-(2-epoxypropoxyphenyl)pyridazine (0.7 g.), methanol (7 ml.) and t-butylamine (1.7 ml.) was stirred and heated under reflux for 1.25 hours. The mixture was evaporated under reduced pressure at 50° and the residue was recrystallized from toluene to give 3-chloro-6-[2-(3-t-butylamino-2-hydroxypropoxy)phenyl]pyridazine, m.p. 136.5°-137.5°. A sample of this product was treated with hydrochloric acid (1.0 N, 3.62 ml.), the solution was extracted with dichloromethane and the aqu...